This data is from the Open Reaction Database (ORD), a public repository of structured organic reaction records. The task is: describe an organic reaction: reactants, conditions, products, and yield Reactants: C(C)C=1C(=NC=2N(C1C)C=C(N2)C=O)OC (6-ethyl-7-methoxy-5-methylimidazo[1,2-a]pyrimidine-2-carboxaldehyde), NOS(=O)(=O)O (hydroxylamine-o-sulfonic acid). The solvent is O (water), O (water). Yields the product C(C)C=1C(=NC=2N(C1C)C=C(N2)C#N)OC (6-ethyl-7-methoxy-5-methylimidazo [1,2-a]pyrimidine-2-carbonitrile). The yield is 82.7%. As a reaction SMILES: [CH2:1]([C:3]1[C:4]([O:15][CH3:16])=[N:5][C:6]2[N:7]([CH:10]=[C:11]([CH:13]=O)[N:12]=2)[C:8]=1[CH3:9])[CH3:2].[NH2:17]OS(O)(=O)=O>O>[CH2:1]([C:3]1[C:4]([O:15][CH3:16])=[N:5][C:6]2[N:7]([CH:10]=[C:11]([C:13]#[N:17])[N:12]=2)[C:8]=1[CH3:9])[CH3:2]. Procedure details: To a rapidly stirred suspension of 19.84 g of 6-ethyl-7-methoxy-5-methylimidazo[1,2-a]pyrimidine-2-carboxaldehyde in 300 ml of water at room temperature was added all at once a solution of 13.30 g of hydroxylamine-o-sulfonic acid in 250 ml of water. After 40 minutes when the intermediate had precipitated, 8 g of solid sodium hydroxide were added and the intermediate dissolved. After 1 hour when the product had precipitated, the mixture was filtered and the solid was washed with water, dried, the... Starting materials: CC(C)(C)OC(=O)N1CCC(C=O)CC1, [BH3-]C#N, CC(=O)O, CO, [Na+], c1cc(C2CCNCC2)ccn1. Product: CC(C)(C)OC(=O)N1CCC(CN2CCC(c3ccncc3)CC2)CC1. Reaction SMILES: [C:1]([CH3:2])([CH3:3])([CH3:4])[O:5][C:6](=[O:7])[N:8]1[CH2:9][CH2:10][CH:11]([CH:14]=[O:15])[CH2:12][CH2:13]1.[C:28]([BH3-:29])#[N:30].[C:32]([OH:33])(=[O:34])[CH3:35].[CH3:36][OH:37].[Na+:31].[n:16]1[cH:17][cH:18][c:19]([CH:22]2[CH2:23][CH2:24][NH:25][CH2:26][CH2:27]2)[cH:20][cH:21]1>>[C:1]([CH3:2])([CH3:3])([CH3:4])[O:5][C:6](=[O:7])[N:8]1[CH2:9][CH2:10][CH:11]([CH2:14][N:25]2[CH2:24][CH2:23][CH:22]([c:19]3[cH:18][cH:17][n:16][cH:21][cH:20]3)[CH2:27][CH2:26]2)[CH2:12][CH2:13]1. The reactants are CCO, Cc1cnc(NC(=O)C(COC2CCC2)Oc2ncnc3c2cnn3-c2ncc(Cl)cc2C(F)(F)F)cn1, [H][H]. Product: Cc1cnc(NC(=O)C(COC2CCC2)Oc2ncnc3c2cnn3-c2ncccc2C(F)(F)F)cn1. As a reaction SMILES: [CH3:41][CH2:42][OH:43].[Cl:1][c:2]1[cH:3][c:4]([C:35]([F:36])([F:37])[F:38])[c:5](-[n:8]2[n:9][cH:10][c:11]3[c:12]2[n:13][cH:14][n:15][c:16]3[O:17][CH:18]([C:19](=[O:20])[NH:21][c:22]2[n:23][cH:24][c:25]([CH3:28])[n:26][cH:27]2)[CH2:29][O:30][CH:31]2[CH2:32][CH2:33][CH2:34]2)[n:6][cH:7]1.[H:39][H:40]>>[cH:2]1[cH:3][c:4]([C:35]([F:36])([F:37])[F:38])[c:5](-[n:8]2[n:9][cH:10][c:11]3[c:12]2[n:13][cH:14][n:15][c:16]3[O:17][CH:18]([C:19](=[O:20])[NH:21][c:22]2[n:23][cH:24][c:25]([CH3:28])[n:26][cH:27]2)[CH2:29][O:30][CH:31]2[CH2:32][CH2:33][CH2:34]2)[n:6][cH:7]1. The reactants are O=C([O-])[O-], CN(C)C=O, [Cs+], [Cs+], O=[N+]([O-])c1cccc(S(=O)(=O)OCC2CO2)c1, CNC(=O)c1ccccc1O. The product is CNC(=O)c1ccccc1OCC1CO1. Reaction SMILES: [C:29](=[O:30])([O-:31])[O-:32].[CH3:35][N:36]([CH3:37])[CH:38]=[O:39].[Cs+:33].[Cs+:34].[O:1]1[CH:2]([CH2:4][O:5][S:6]([c:7]2[cH:8][cH:9][cH:10][c:11]([N+:12]([O-:13])=[O:14])[cH:15]2)(=[O:16])=[O:17])[CH2:3]1.[OH:18][c:19]1[c:20]([C:21](=[O:22])[NH:23][CH3:24])[cH:25][cH:26][cH:27][cH:28]1>>[O:1]1[CH:2]([CH2:4][O:18][c:19]2[c:20]([C:21](=[O:22])[NH:23][CH3:24])[cH:25][cH:26][cH:27][cH:28]2)[CH2:3]1. Starting materials: ClC1=C(C(=CC(=C1)C(F)(F)F)Cl)N1C(=NC(=C1)SC(F)(F)F)Cl (1-(2,6-dichloro-4-trifluoromethylphenyl)-2-chloro-4-trifluoromethylsulfenylimidazole), OO (hydrogen peroxide). Run in FC(C(=O)O)(F)F (trifluoroacetic acid). Reaction conditions: temperature 0 celsius, time 4 hour. The product is ClC1=C(C(=CC(=C1)C(F)(F)F)Cl)N1C(=NC(=C1)S(=O)C(F)(F)F)Cl (1-(2,6-dichloro-4-trifluoromethylphenyl)-2-chloro-4-trifluoromethylsulphinylimidazole). Yield: 36.0%. As a reaction SMILES: [Cl:1][C:2]1[CH:7]=[C:6]([C:8]([F:11])([F:10])[F:9])[CH:5]=[C:4]([Cl:12])[C:3]=1[N:13]1[CH:17]=[C:16]([S:18][C:19]([F:22])([F:21])[F:20])[N:15]=[C:14]1[Cl:23].[OH:24]O>FC(F)(F)C(O)=O>[Cl:1][C:2]1[CH:7]=[C:6]([C:8]([F:11])([F:10])[F:9])[CH:5]=[C:4]([Cl:12])[C:3]=1[N:13]1[CH:17]=[C:16]([S:18]([C:19]([F:22])([F:21])[F:20])=[O:24])[N:15]=[C:14]1[Cl:23]. Procedure details: To a solution of 800 mg (1.93 mmole) of 1-(2,6-dichloro-4-trifluoromethylphenyl)-2-chloro-4-trifluoromethylsulfenylimidazole in trifluoroacetic acid was added 0.20 ml of 30% hydrogen peroxide at 0° C. The resulting mixture was stirred at 0° C. for 4 h and then at RT for 50 h. The mixture was evaporated at RT and the residue was partitioned between methylene chloride and a saturated aqueous sodium bisulfite solution. The organic layer was washed with an aqueous sodium bicarbonate solution and the...